Dataset: the Open Reaction Database (ORD), a public repository of structured organic reaction records. Task: describe an organic reaction: reactants, conditions, products, and yield Starting materials: C(C)(C)(C)NC(C(C(C)(C)C)=O)=O (N-tert-butyl-3,3-dimethyl-2-oxo-butyramide), C1(=CC=CC=C1)[C@H](C)N ((S)-1-phenylethylamine), O (water). Run in C1(=CC=CC=C1)C (toluene). Yields the product C(C)(C)(C)NC(C(C(C)(C)C)=N[C@@H](C)C1=CC=CC=C1)=O ((S)-N-tert-butyl-3,3-dimethyl-2-(1-phenylethylimino)-butyramide). The yield is 79.6%. As a reaction SMILES: [C:1]([NH:5][C:6](=[O:13])[C:7](=O)[C:8]([CH3:11])([CH3:10])[CH3:9])([CH3:4])([CH3:3])[CH3:2].[C:14]1([C@@H:20]([NH2:22])[CH3:21])[CH:19]=[CH:18][CH:17]=[CH:16][CH:15]=1.O>C1(C)C=CC=CC=1>[C:1]([NH:5][C:6](=[O:13])[C:7](=[N:22][C@H:20]([C:14]1[CH:19]=[CH:18][CH:17]=[CH:16][CH:15]=1)[CH3:21])[C:8]([CH3:11])([CH3:10])[CH3:9])([CH3:4])([CH3:3])[CH3:2]. Reported procedure: A solution of 30.0 g (162 mmol) of N-tert-butyl-3,3-dimethyl-2-oxo-butyramide (D. Seyferth, R. C. Hui, Tetrahedron Lett. 1984, 25, 5251) and 50 g (413 mmol) of (S)-1-phenylethylamine in 150 ml of toluene was boiled under reflux on a water separator for 20 hours. Subsequently, the solvent and excess amine were removed in a vacuum. The residue was treated with 200 ml of hexane at 0° C. and stirred. After filtration of the suspension and concentration in a vacuum the residual oil was distilled. The... The reactants are O=CC[C@H](O)[C@H](O)CO (2-deoxy-D-ribose), [H][H] (hydrogen). The reagents and catalysts are [Ni] (Raney nickel). Run in O (water). Conditions: temperature 70 celsius, time 30 minute. Product: C(C[C@H](O)[C@H](O)CO)O (2-deoxy-D-erythropentitol). As a reaction SMILES: [O:1]=[CH:2][CH2:3][C@@H:4]([C@@H:6]([CH2:8][OH:9])[OH:7])[OH:5].[H][H]>O.[Ni]>[CH2:2]([OH:1])[CH2:3][C@@H:4]([C@@H:6]([CH2:8][OH:9])[OH:7])[OH:5]. Procedure details: An 80 g (0.60 mole) portion of 2-deoxy-D-ribose was dissolved in 240 ml of water to form an aqueous solution into which 15 g of Raney nickel were added. The thus prepared reaction mixture in an autoclave was heated under a hydrogen pressure of 40 kg/cm2G up to a temperature of 70° C. taking 30 minutes and kept for additional 1 hour at the same temperature and under the same hydrogen pressure. After cooling, the reaction mixture taken out of the autoclave was filtered to remove the solid catalyst... Starting materials: CCC(CO[Si](c1ccccc1)(c1ccccc1)C(C)(C)C)N1C(=O)C(CC(=O)O)CC(c2cccc(Cl)c2)C1c1ccc(Cl)cc1, CO, ClCCl, C[Si](C)(C)C=[N+]=[N-]. Yields the product CCC(CO[Si](c1ccccc1)(c1ccccc1)C(C)(C)C)N1C(=O)C(CC(=O)OC)CC(c2cccc(Cl)c2)C1c1ccc(Cl)cc1. RXN SMILES: [C:1]([CH3:2])([CH3:3])([CH3:4])[Si:5]([O:6][CH2:7][CH:8]([CH2:9][CH3:10])[N:11]1[C:12](=[O:35])[CH:13]([CH2:31][C:32](=[O:33])[OH:34])[CH2:14][CH:15]([c:24]2[cH:25][c:26]([Cl:30])[cH:27][cH:28][cH:29]2)[CH:16]1[c:17]1[cH:18][cH:19][c:20]([Cl:23])[cH:21][cH:22]1)([c:36]1[cH:37][cH:38][cH:39][cH:40][cH:41]1)[c:42]1[cH:43][cH:44][cH:45][cH:46][cH:47]1.[CH3:48][OH:49].[Cl:57][CH2:58][Cl:59].[Si:50]([CH3:51])([CH:52]=[N+:53]=[N-:54])([CH3:55])[CH3:56]>>[C:1]([CH3:2])([CH3:3])([CH3:4])[Si:5]([O:6][CH2:7][CH:8]([CH2:9][CH3:10])[N:11]1[C:12](=[O:35])[CH:13]([CH2:31][C:32](=[O:33])[O:34][CH3:51])[CH2:14][CH:15]([c:24]2[cH:25][c:26]([Cl:30])[cH:27][cH:28][cH:29]2)[CH:16]1[c:17]1[cH:18][cH:19][c:20]([Cl:23])[cH:21][cH:22]1)([c:36]1[cH:37][cH:38][cH:39][cH:40][cH:41]1)[c:42]1[cH:43][cH:44][cH:45][cH:46][cH:47]1. Starting materials: CC1=C(C=CC(=C1)C(=O)N1CC=2N(CC3=C1C=CC=C3)C(=CC2)C(=O)O)C2=C(C=CC=C2)C(F)(F)F (10-[(2-Methyl-2′-trifluoromethyl-[1,1′-biphenyl]-4-yl)carbonyl]-10,11-dihydro-5H-pyrrolo[2,1-c][1,4]benzodiazepine-3-carboxylic acid), NC(CO)(CO)CO (2-amino-2-hydroxymethyl-1,3-propanediol), ON1N=NC2=C1C=CC=C2 (1-hydroxybenzotriazole), Cl.CN(CCCN=C=NCC)C (1-[3-(dimethylamino)propyl]-3-ethylcarbodiimide hydrochloride), C(C)(C)N(C(C)C)CC (N,N-diisopropylethyl amine). Solvent: CN(C=O)C (N,N-dimethylformamide), C(C)(=O)OCC (ethyl acetate). Conditions: time 8 hour. Product: OCC(CO)(CO)NC(=O)C1=CC=C2CN(C3=C(CN21)C=CC=C3)C(=O)C3=CC(=C(C=C3)C3=C(C=CC=C3)C(F)(F)F)C (10-[(2-Methyl-2′-trifluoromethyl-[1,1′-biphenyl]-4-yl)carbonyl]-10,11-dihydro-5H-pyrrolo[2,1-c][1,4]benzodiazepine-3-carboxylic acid (2-hydroxy-1,1-bis-hydroxymethyl-ethyl)-amide). RXN SMILES: [CH3:1][C:2]1[CH:7]=[C:6]([C:8]([N:10]2[C:16]3[CH:17]=[CH:18][CH:19]=[CH:20][C:15]=3[CH2:14][N:13]3[C:21]([C:24](O)=[O:25])=[CH:22][CH:23]=[C:12]3[CH2:11]2)=[O:9])[CH:5]=[CH:4][C:3]=1[C:27]1[CH:32]=[CH:31][CH:30]=[CH:29][C:28]=1[C:33]([F:36])([F:35])[F:34].[NH2:37][C:38]([CH2:43][OH:44])([CH2:41][OH:42])[CH2:39][OH:40].ON1C2C=CC=CC=2N=N1.Cl.CN(C)CCCN=C=NCC.C(N(CC)C(C)C)(C)C>CN(C)C=O.C(OCC)(=O)C>[OH:40][CH2:39][C:38]([NH:37][C:24]([C:21]1[N:13]2[C:12]([CH2:11][N:10]([C:8]([C:6]3[CH:5]=[CH:4][C:3]([C:27]4[CH:32]=[CH:31][CH:30]=[CH:29][C:28]=4[C:33]([F:34])([F:35])[F:36])=[C:2]([CH3:1])[CH:7]=3)=[O:9])[C:16]3[CH:17]=[CH:18][CH:19]=[CH:20][C:15]=3[CH2:14]2)=[CH:23][CH:22]=1)=[O:25])([CH2:43][OH:44])[CH2:41][OH:42] |f:3.4|. Procedure details: To a solution of 10-[(2-methyl-2′-trifluoromethyl-[1,1′-biphenyl]-4-yl)carbonyl]-10,11-dihydro-5H-pyrrolo[2,1-c][1,4]benzodiazepine-3-carboxylic acid of Example 1, Step F (0.50 g, 1.02 mmol) and 2-amino-2-hydroxymethyl-1,3-propanediol (0.15 g, 1.24 mmol) in N,N-dimethylformamide (5 mL) was added 1-hydroxybenzotriazole (0.15 g, 1.11 mmol) and 1-[3-(dimethylamino)propyl]-3-ethylcarbodiimide hydrochloride (0.22 g, 1.15 mmol) followed by N,N-diisopropylethyl amine (0.27 mL, 1.55 mmol). The reaction ... Starting materials: NC1=C(CN2CCCCC2)C=C(C=C1)OC (N-(2-amino-5-methoxy-benzyl)-piperidine), BrBr (bromine), alkyl. Solvent: C(Cl)Cl (methylenechloride). Product: NC1=C(CN2CCCCC2)C=C(C=C1Br)OC (N-(2-Amino-3-bromo-5-methoxy-benzyl)-piperidine). Reaction SMILES: [NH2:1][C:2]1[CH:14]=[CH:13][C:12]([O:15][CH3:16])=[CH:11][C:3]=1[CH2:4][N:5]1[CH2:10][CH2:9][CH2:8][CH2:7][CH2:6]1.[Br:17]Br>C(Cl)Cl>[NH2:1][C:2]1[C:14]([Br:17])=[CH:13][C:12]([O:15][CH3:16])=[CH:11][C:3]=1[CH2:4][N:5]1[CH2:10][CH2:9][CH2:8][CH2:7][CH2:6]1. Procedure: N-(2-Amino-3-bromo-5-methoxy-benzyl)-piperidine was prepared from N-(2-amino-5-methoxy-benzyl)-piperidine and bromine analogous to Example 9. Proof of structure by IR-, UV- and NMR-spectra. IR-spectrum (methylenechloride): 3240 cm-1NH2 ; 3400 cm-1NH2 ; 2830 cm-1OCH3 ; 2790 cm-1N-alkyl; 1480 cm-1C=C; 1590 cm-1C=C. The reactants are [BH4-], CO, Cn1cncc1CC(=O)c1nccs1, [Na+]. Product: Cn1cncc1CC(O)c1nccs1. RXN SMILES: [BH4-:1].[CH3:17][OH:18].[CH3:3][n:4]1[cH:5][n:6][cH:7][c:8]1[CH2:9][C:10](=[O:11])[c:12]1[s:13][cH:14][cH:15][n:16]1.[Na+:2]>>[CH3:3][n:4]1[cH:5][n:6][cH:7][c:8]1[CH2:9][CH:10]([OH:11])[c:12]1[s:13][cH:14][cH:15][n:16]1.